Dataset: the Open Reaction Database (ORD), a public repository of structured organic reaction records. Task: describe an organic reaction: reactants, conditions, products, and yield Reactants: ClCCl, C[Si](C)(C)c1c(F)cc(Cl)c(C=O)c1F, ClI. Yields the product O=Cc1c(Cl)cc(F)c(I)c1F. Reaction SMILES: [CH2:18]([Cl:19])[Cl:20].[Cl:1][c:2]1[cH:3][c:4]([F:15])[c:5]([Si:11]([CH3:12])([CH3:13])[CH3:14])[c:6]([F:10])[c:7]1[CH:8]=[O:9].[I:16][Cl:17]>>[Cl:1][c:2]1[cH:3][c:4]([F:15])[c:5]([I:16])[c:6]([F:10])[c:7]1[CH:8]=[O:9]. Reaction conditions: temperature 120 celsius, time 2 hour. Product: COC1=CC2=C(CN(CCS2(=O)=O)C2=NC3=CC=C(C=C3C(=C2)NC(OC(C)(C)C)=O)C)C=C1 (tert-Butyl [2-(8-Methoxy-1,1-dioxido-2,3-dihydro-1,4-benzothiazepin-4(5H)-yl)-6-methylquinolin-4-yl]carbamate). Starting materials: ClC1=CC(=NC2=CC=C(C=C12)OC(F)(F)F)N1CCS(C2=C(C1)C=CC=C2)(=O)=O (4-(4-Chloro-6-(trifluoromethoxy)quinolin-2-yl)-2,3,4,5-tetrahydro-1,4-benzothiazepine 1,1-dioxide), C(N)(OC(C)(C)C)=O (tert-butyl carbamate), CC(C)([O-])C.[Na+] (sodium tert-butoxide), O1CCOCC1 (1,4-dioxane). Procedure: A mixture solution of 4-(4-chloro-6-methylquinolin-2-yl)-8-methoxy-2,3,4,5-tetrahydro-1,4-benzothiazepine 1,1-dioxide (60.0 mg, 0.15 mmol, prepared in analogy to 4-(4-chloro-6-(trifluoromethoxy)quinolin-2-yl)-2,3,4,5-tetrahydro-1,4-benzothiazepine 1,1-dioxide in Example 17-1 by using 2,4-dichloro-6-methylquinoline and 8-methoxy-2,3,4,5-tetrahydro-1,4-benzothiazepine 1,2-dioxide), tert-butyl carbamate (45.0 mg, 0.37 mmol), 1,1′-bis(diphenylphosphino)ferrocene (11.2 mg, 0.02 mmol), 1,1′-bis(diphen... As a reaction SMILES: Cl[C:2]1[C:11]2[C:6](=[CH:7][CH:8]=[C:9](OC(F)(F)F)[CH:10]=2)[N:5]=[C:4]([N:17]2[CH2:23][C:22]3[CH:24]=[CH:25][CH:26]=[CH:27][C:21]=3[S:20](=[O:29])(=[O:28])[CH2:19][CH2:18]2)[CH:3]=1.[C:30](=[O:37])([O:32][C:33]([CH3:36])([CH3:35])[CH3:34])[NH2:31].C[C:39](C)([O-:41])C.[Na+].O1CCOC[CH2:45]1>C1(P(C2C=CC=CC=2)[C-]2C=CC=C2)C=CC=CC=1.[C-]1(P(C2C=CC=CC=2)C2C=CC=CC=2)C=CC=C1.[Fe+2].C1C=CC(P(C2C=CC=CC=2)[C-]2C=CC=C2)=CC=1.C1C=CC(P(C2C=CC=CC=2)[C-]2C=CC=C2)=CC=1.Cl[Pd]Cl.[Fe+2]>[CH3:39][O:41][C:26]1[CH:25]=[CH:24][C:22]2[CH2:23][N:17]([C:4]3[CH:3]=[C:2]([NH:31][C:30](=[O:37])[O:32][C:33]([CH3:36])([CH3:35])[CH3:34])[C:11]4[C:6](=[CH:7][CH:8]=[C:9]([CH3:45])[CH:10]=4)[N:5]=3)[CH2:18][CH2:19][S:20](=[O:28])(=[O:29])[C:21]=2[CH:27]=1 |f:2.3,5.6.7,8.9.10.11|. Reagents/catalysts: C1(=CC=CC=C1)P([C-]1C=CC=C1)C1=CC=CC=C1.[C-]1(C=CC=C1)P(C1=CC=CC=C1)C1=CC=CC=C1.[Fe+2] (1,1′-bis(diphenylphosphino)ferrocene), C1=CC=C(C=C1)P([C-]2C=CC=C2)C3=CC=CC=C3.C1=CC=C(C=C1)P([C-]2C=CC=C2)C3=CC=CC=C3.Cl[Pd]Cl.[Fe+2] (1,1′-bis(diphenylphosphino)ferrocenedichloropalladium(II)). Reactants: O=S1(NC2=C(C1)C(=CC=C2)O)=O (2,2-Dioxo-2,3-dihydro-1H-2λ6-benzo[c]isothiazol4-ol), ClC(=O)OCC (Ethyl chloroformate). Run in N1=CC=CC=C1 (pyridine). Run at temperature 0 celsius, time 16 hour. Product: C(C)OC(=O)N1S(CC2=C1C=CC=C2O)(=O)=O (4-Hydroxy-2,2-dioxo-2,3-dihydro-2λ6-benzo[c]isothiazole-1-carboxylic acid ethyl ester). The yield is 26.6%. Reaction SMILES: [O:1]=[S:2]1(=[O:12])[CH2:6][C:5]2[C:7]([OH:11])=[CH:8][CH:9]=[CH:10][C:4]=2[NH:3]1.Cl[C:14]([O:16][CH2:17][CH3:18])=[O:15]>N1C=CC=CC=1>[CH2:17]([O:16][C:14]([N:3]1[C:4]2[CH:10]=[CH:9][CH:8]=[C:7]([OH:11])[C:5]=2[CH2:6][S:2]1(=[O:12])=[O:1])=[O:15])[CH3:18]. Reported procedure: Sultam 1c (100 mg, 0.54 mmol) was dissolved in pyridine (2.5 mL) and cooled to 0° C. Ethyl chloroformate (62 μL, 0.65 mmol) was added and the solution was warmed to room temperature and allowed to age for 16 hours. The pyridine was removed in vacuo and the reaction mixture was diluted with EtOAc, washed twice with 1.0 N HCl, once with water and once with brine. The solution was then dried over MgSO4, filtered and the solvent removed in vacuo. Purification via flash chromatography gave the desire... Starting materials: BrB(Br)Br, COc1ccc2nc(Cl)cc(C)c2c1, ClCCl, [Na+], O=C([O-])O. Yields the product Cc1cc(Cl)nc2ccc(O)cc12. As a reaction SMILES: [B:15]([Br:16])([Br:17])[Br:18].[Cl:1][c:2]1[n:3][c:4]2[cH:5][cH:6][c:7]([O:13][CH3:14])[cH:8][c:9]2[c:10]([CH3:12])[cH:11]1.[Cl:24][CH2:25][Cl:26].[Na+:19].[OH:20][C:21](=[O:22])[O-:23]>>[Cl:1][c:2]1[n:3][c:4]2[cH:5][cH:6][c:7]([OH:13])[cH:8][c:9]2[c:10]([CH3:12])[cH:11]1. The reactants are C([O-])([O-])=O.[K+].[K+] (potassium carbonate), BrCC=1C(=NC=CC1CC)CC (3-(bromomethyl)-2,4-diethylpyridine), SC1=NC(=CC(=N1)O)C(F)(F)F (2-sulfanyl-6-(trifluoromethyl)pyrimidin-4-ol). Run in CN(C)C=O (DMF), CN(C)C=O (DMF). Reaction conditions: time 8 hour. The product is C(C)C1=NC=CC(=C1CSC1=NC(=CC(=N1)O)C(F)(F)F)CC (2-{[(2,4-diethylpyridin-3-yl)methyl]sulfanyl}-6-(trifluoromethyl)pyrimidin-4-ol). Yield: 83.5%. RXN SMILES: [SH:1][C:2]1[N:7]=[C:6]([OH:8])[CH:5]=[C:4]([C:9]([F:12])([F:11])[F:10])[N:3]=1.C(=O)([O-])[O-].[K+].[K+].Br[CH2:20][C:21]1[C:22]([CH2:29][CH3:30])=[N:23][CH:24]=[CH:25][C:26]=1[CH2:27][CH3:28]>CN(C=O)C>[CH2:29]([C:22]1[C:21]([CH2:20][S:1][C:2]2[N:7]=[C:6]([OH:8])[CH:5]=[C:4]([C:9]([F:12])([F:10])[F:11])[N:3]=2)=[C:26]([CH2:27][CH3:28])[CH:25]=[CH:24][N:23]=1)[CH3:30] |f:1.2.3|. Procedure: 2-sulfanyl-6-(trifluoromethyl)pyrimidin-4-ol (592 mg, 3.0 mmol) was dissolved in anhydrous DMF (25 mL), and then potassium carbonate (1.25 g, 9.0 mmol) and 3-(bromomethyl)-2,4-diethylpyridine (3.6 mmol) in DMF (10 mL) were added. The mixture was stirred overnight at room temperature. The solid was removed by filtration and washed with methanol, and the filtrate was evaporated. The residue was dissolved in DCM/MeOH and purified on silica gel using 3-12% DCM/MeOH to afford 2-{[(2,4-diethylpyridin-... Reactants: C#CC1(COC(C)=O)OC(n2cc(C)c(=O)[nH]c2=O)CC1O, CS(=O)(=O)Cl, c1ccncc1. The product is C#CC1(COC(C)=O)OC(n2cc(C)c(=O)[nH]c2=O)CC1OS(C)(=O)=O. As a reaction SMILES: [C:1]([CH3:2])(=[O:3])[O:4][CH2:5][C:6]1([C:21]#[CH:22])[CH:7]([OH:20])[CH2:8][CH:9]([n:11]2[c:12](=[O:13])[nH:14][c:15](=[O:16])[c:17]([CH3:18])[cH:19]2)[O:10]1.[CH3:23][S:24]([Cl:25])(=[O:26])=[O:27].[cH:28]1[cH:29][cH:30][n:31][cH:32][cH:33]1>>[C:1]([CH3:2])(=[O:3])[O:4][CH2:5][C:6]1([C:21]#[CH:22])[CH:7]([O:20][S:24]([CH3:23])(=[O:26])=[O:27])[CH2:8][CH:9]([n:11]2[c:12](=[O:13])[nH:14][c:15](=[O:16])[c:17]([CH3:18])[cH:19]2)[O:10]1.